This data is from the Open Reaction Database (ORD), a public repository of structured organic reaction records. The task is: describe an organic reaction: reactants, conditions, products, and yield Reactants: ClC1=C(C(=O)NC(COCCC2=CC3=CC=CC=C3C=C2)=N)C=C(C=N1)Cl (2,5-dichloro-N-[1-imino-2-(2-naphthalen-2-yl-ethoxy)-ethyl]-nicotinamide), C([O-])([O-])=O.[K+].[K+] (potassium carbonate). Solvent: CN(C)C=O (DMF). Product: ClC1=CC2=C(N=C(NC2=O)COCCC2=CC3=CC=CC=C3C=C2)N=C1 (6-chloro-2-(2-naphthalen-2-yl-ethoxymethyl)-3H-pyrido[2,3-d]pyrimidin-4-one). Reaction SMILES: Cl[C:2]1[N:26]=[CH:25][C:24]([Cl:27])=[CH:23][C:3]=1[C:4]([NH:6][C:7](=[NH:22])[CH2:8][O:9][CH2:10][CH2:11][C:12]1[CH:21]=[CH:20][C:19]2[C:14](=[CH:15][CH:16]=[CH:17][CH:18]=2)[CH:13]=1)=[O:5].C(=O)([O-])[O-].[K+].[K+]>CN(C=O)C>[Cl:27][C:24]1[CH:25]=[N:26][C:2]2[N:22]=[C:7]([CH2:8][O:9][CH2:10][CH2:11][C:12]3[CH:21]=[CH:20][C:19]4[C:14](=[CH:15][CH:16]=[CH:17][CH:18]=4)[CH:13]=3)[NH:6][C:4](=[O:5])[C:3]=2[CH:23]=1 |f:1.2.3|. Procedure details: In analogy to the procedure described in example 78.4, 2,5-dichloro-N-[1-imino-2-(2-naphthalen-2-yl-ethoxy)-ethyl]-nicotinamide was treated with potassium carbonate in DMF for 3 h at 100° C. to obtain 6-chloro-2-(2-naphthalen-2-yl-ethoxymethyl)-3H-pyrido[2,3-d]pyrimidin-4-one as brown crystals. MS: m/e=366.0 [M+H+]. The reactants are C(=O)([O-])[O-].[Cs+].[Cs+] (Cs2CO3), OC[C@@H]1N(CCC1)C(=O)OC(C)(C)C ((R)-tert-butyl 2-(hydroxymethyl)pyrrolidine-1-carboxylate), C(=O)([O-])[O-].[Cs+].[Cs+] (Cs2CO3), ClC1=NC(=CC2=CC=CC=C12)C#N (1-chloroisoquinoline-3-carbonitrile). Run in CN1CCCC1=O (NMP). Run at temperature 0 celsius, time 1 hour. The product is C(#N)C=1N=C(C2=CC=CC=C2C1)OC[C@@H]1N(CCC1)C(=O)OC(C)(C)C ((R)-tert-butyl 2-(((3-cyanoisoquinolin-1-yl)oxy)methyl)pyrrolidine-1-carboxylate). RXN SMILES: [OH:1][CH2:2][C@H:3]1[CH2:7][CH2:6][CH2:5][N:4]1[C:8]([O:10][C:11]([CH3:14])([CH3:13])[CH3:12])=[O:9].C([O-])([O-])=O.[Cs+].[Cs+].Cl[C:22]1[C:31]2[C:26](=[CH:27][CH:28]=[CH:29][CH:30]=2)[CH:25]=[C:24]([C:32]#[N:33])[N:23]=1>CN1C(=O)CCC1>[C:32]([C:24]1[N:23]=[C:22]([O:1][CH2:2][C@H:3]2[CH2:7][CH2:6][CH2:5][N:4]2[C:8]([O:10][C:11]([CH3:14])([CH3:13])[CH3:12])=[O:9])[C:31]2[C:26]([CH:25]=1)=[CH:27][CH:28]=[CH:29][CH:30]=2)#[N:33] |f:1.2.3|. Procedure details: A mixture of (R)-tert-butyl 2-(hydroxymethyl)pyrrolidine-1-carboxylate (444 mg, 2.206 mmol) and Cs2CO3 (719 mg, 2.206 mmol) in NMP (4 mL) were stirred at 0° C. for 1 hour. Next, 1-chloroisoquinoline-3-carbonitrile (400 mg, 2.121 mmol) was added and the reaction mixture was heated at 140° C. for 15 minutes in a microwave reactor. Additional Cs2CO3 (719 mg, 2.206 mmol) was added. The reaction mixture heated at 140° C. for 1 hour to give the title compound, which was used directly in the next step.